This data is from the Open Reaction Database (ORD), a public repository of structured organic reaction records. The task is: describe an organic reaction: reactants, conditions, products, and yield Reactants: COC(=O)C1(NC(=O)C2CCCCN2C(=O)OC(C)(C)C)CC1c1ccc(Br)cc1, C1CCOC1, [Li+], [OH-], O, O. Yields the product CC(C)(C)OC(=O)N1CCCCC1C(=O)NC1(C(=O)O)CC1c1ccc(Br)cc1. Reaction SMILES: [Br:1][c:2]1[cH:3][cH:4][c:5]([CH:8]2[C:9]([C:11](=[O:12])[O:13][CH3:14])([NH:15][C:16](=[O:17])[CH:18]3[N:19]([C:24](=[O:25])[O:26][C:27]([CH3:28])([CH3:29])[CH3:30])[CH2:20][CH2:21][CH2:22][CH2:23]3)[CH2:10]2)[cH:6][cH:7]1.[CH2:34]1[O:35][CH2:36][CH2:37][CH2:38]1.[Li+:33].[OH-:32].[OH2:31].[OH2:39]>>[Br:1][c:2]1[cH:3][cH:4][c:5]([CH:8]2[C:9]([C:11](=[O:12])[OH:13])([NH:15][C:16](=[O:17])[CH:18]3[N:19]([C:24](=[O:25])[O:26][C:27]([CH3:28])([CH3:29])[CH3:30])[CH2:20][CH2:21][CH2:22][CH2:23]3)[CH2:10]2)[cH:6][cH:7]1. Reaction SMILES: [F:1][C:2]([F:7])([F:6])[CH:3]([OH:5])[CH3:4].[Br:8][C:9]1[CH:18]=[CH:17][CH:16]=[C:15]2[C:10]=1[N:11]=[C:12](Cl)[C:13]([CH3:19])=[N:14]2.[H-].[Na+]>C1COCC1.CN(C=O)C>[Br:8][C:9]1[CH:18]=[CH:17][CH:16]=[C:15]2[C:10]=1[N:11]=[C:12]([O:5][CH:3]([CH3:4])[C:2]([F:7])([F:6])[F:1])[C:13]([CH3:19])=[N:14]2 |f:2.3|. The yield is 88.5%. Yields the product BrC1=C2N=C(C(=NC2=CC=C1)C)OC(C(F)(F)F)C (5-bromo-2-methyl-3-((1,1,1-trifluoropropan-2-yl)oxy)quinoxaline). Reported procedure: To a suspension of 1,1,1,-trifluoro-2-propanol (0.85 mL, 9.38 mmol) and 5-bromo-3-chloro-2-methylquinoxaline (126e) (1.21 g, 4.69 mmol) in 5 mL of THF and 3 mL of DMF at 0° C. was added NaH (60% wt. in mineral oil) (0.31 g, 7.74 mmol). The resulting dark purple homogeneous solution was stirred at 0° C. for 5 min then RT for 1 h. It was quenched with 15 mL of sat. NH4Cl aq. solution, and extracted with 2×75 mL of EtOAc. The organic extracts were concentrated and the residue was purified on a sili... The reactants are FC(C(C)O)(F)F (1,1,1,-trifluoro-2-propanol), BrC1=C2N=C(C(=NC2=CC=C1)C)Cl (5-bromo-3-chloro-2-methylquinoxaline), [H-].[Na+] (NaH). Solvent: C1CCOC1 (THF), CN(C)C=O (DMF). Conditions: temperature 0 celsius, time 5 minute. Reactants: CC=1C=C(C=CC1[N+](=O)[O-])N1C=NN=C1 (4-(3-methyl-4-nitrophenyl)-1,2,4-triazole). Reagents/catalysts: [Ni] (Raney nickel). Solvent: C(C)(=O)O (acetic acid). Product: NC1=C(C=C(C=C1)N1C=NN=C1)C (4-(4-amino-3-methylphenyl)-1,2,4-triazole). Reaction SMILES: [CH3:1][C:2]1[CH:3]=[C:4]([N:11]2[CH:15]=[N:14][N:13]=[CH:12]2)[CH:5]=[CH:6][C:7]=1[N+:8]([O-])=O>C(O)(=O)C.[Ni]>[NH2:8][C:7]1[CH:6]=[CH:5][C:4]([N:11]2[CH:12]=[N:13][N:14]=[CH:15]2)=[CH:3][C:2]=1[CH3:1]. Procedure: A solution of 4-(3-methyl-4-nitrophenyl)-1,2,4-triazole (1.0 g) in acetic acid (25 cm3) was hydrogenated at 25° and 60 p.s.i. (4.13×105Pa) pressure over Raney nickel (0.2 g) for 2 hours. The mixture was then filtered through "Solkafloc" (Trade Mark for a cellulose based filtering agent), the solvent was evaporated in vacuo and the residue was partitioned between chloroform (100 cm3) and aqueous sodium carbonate solution (20 cm3). The aqueous phase was further extracted with chloroform (3×50 cm3)... Reactants: FC1(CCN(CC1)C(=O)C=1NC2=CC=C(C=C2C1)C(=O)N1CC(CC1)N(C)C)F ((RS)-(4,4-difluoro-piperidin-1-yl)-[5-(3-dimethylamino-pyrrolidine-1-carbonyl)-1H-indol-2-yl]-methanone), [H-].[Na+] (sodium hydride), CS(=O)(=O)OCC(F)(F)F (2,2,2-trifluoroethyl methanesulfonate). Run in CN(C=O)C (N,N-dimethylformamide). Product: FC1(CCN(CC1)C(=O)C=1N(C2=CC=C(C=C2C1)C(=O)N1CC(CC1)N(C)C)CC(F)(F)F)F ((RS)-(4,4-Difluoro-piperidin-1-yl)-[5-(3-dimethylamino-pyrrolidine-1-carbonyl)-1-(2,2,2-trifluoro-ethyl)-1H-indol-2-yl]-methanone). Yield: 73.0%. RXN SMILES: [F:1][C:2]1([F:29])[CH2:7][CH2:6][N:5]([C:8]([C:10]2[NH:11][C:12]3[C:17]([CH:18]=2)=[CH:16][C:15]([C:19]([N:21]2[CH2:25][CH2:24][CH:23]([N:26]([CH3:28])[CH3:27])[CH2:22]2)=[O:20])=[CH:14][CH:13]=3)=[O:9])[CH2:4][CH2:3]1.[H-].[Na+].CS(O[CH2:37][C:38]([F:41])([F:40])[F:39])(=O)=O>CN(C)C=O>[F:29][C:2]1([F:1])[CH2:7][CH2:6][N:5]([C:8]([C:10]2[N:11]([CH2:37][C:38]([F:41])([F:40])[F:39])[C:12]3[C:17]([CH:18]=2)=[CH:16][C:15]([C:19]([N:21]2[CH2:25][CH2:24][CH:23]([N:26]([CH3:27])[CH3:28])[CH2:22]2)=[O:20])=[CH:14][CH:13]=3)=[O:9])[CH2:4][CH2:3]1 |f:1.2|. Procedure details: The title compound was synthesized in analogy to example 51, from (RS)-(4,4-difluoro-piperidin-1-yl)-[5-(3-dimethylamino-pyrrolidine-1-carbonyl)-1H-indol-2-yl]-methanone (example 42, intermediate a)), sodium hydride and 2,2,2-trifluoroethyl methanesulfonate in N,N-dimethylformamide, to give the desired product as a colorless foam (73%). Reactants: C[Si](C)(C)C=[N+]=[N-], Cc1ccccc1, CO, Cc1ccc(C(=O)O)c(O)c1. The product is COC(=O)c1ccc(C)cc1O. RXN SMILES: [CH3:12][Si:13]([CH:14]=[N+:15]=[N-:16])([CH3:17])[CH3:18].[CH3:19][c:20]1[cH:21][cH:22][cH:23][cH:24][cH:25]1.[CH3:26][OH:27].[OH:1][c:2]1[c:3]([C:4](=[O:5])[OH:6])[cH:7][cH:8][c:9]([CH3:11])[cH:10]1>>[OH:1][c:2]1[c:3]([C:4]([O:5][CH3:12])=[O:6])[cH:7][cH:8][c:9]([CH3:11])[cH:10]1.